Dataset: the Open Reaction Database (ORD), a public repository of structured organic reaction records. Task: describe an organic reaction: reactants, conditions, products, and yield The reactants are BrCc1ccccc1, CCOC(=O)Cn1c(=O)[nH]c2cc(Cl)c(Cl)cc21. Yields the product CCOC(=O)Cn1c(=O)n(Cc2ccccc2)c2cc(Cl)c(Cl)cc21. As a reaction SMILES: [Br:19][CH2:20][c:21]1[cH:22][cH:23][cH:24][cH:25][cH:26]1.[CH2:1]([CH3:2])[O:3][C:4]([CH2:5][n:6]1[c:7](=[O:17])[nH:8][c:9]2[c:10]1[cH:11][c:12]([Cl:16])[c:13]([Cl:15])[cH:14]2)=[O:18]>>[CH2:1]([CH3:2])[O:3][C:4]([CH2:5][n:6]1[c:7](=[O:17])[n:8]([CH2:20][c:21]2[cH:22][cH:23][cH:24][cH:25][cH:26]2)[c:9]2[c:10]1[cH:11][c:12]([Cl:16])[c:13]([Cl:15])[cH:14]2)=[O:18]. The reactants are BrC1CCCC1, O=C([O-])[O-], CC#N, [K+], [K+], COC(=O)c1ccc(OC)c(O)c1[N+](=O)[O-]. The product is COC(=O)c1ccc(OC)c(OC2CCCC2)c1[N+](=O)[O-]. RXN SMILES: [Br:17][CH:18]1[CH2:19][CH2:20][CH2:21][CH2:22]1.[C:23](=[O:24])([O-:25])[O-:26].[CH3:29][C:30]#[N:31].[K+:27].[K+:28].[OH:1][c:2]1[c:3]([N+:14](=[O:15])[O-:16])[c:4]([C:5](=[O:6])[O:7][CH3:8])[cH:9][cH:10][c:11]1[O:12][CH3:13]>>[O:1]([c:2]1[c:3]([N+:14](=[O:15])[O-:16])[c:4]([C:5](=[O:6])[O:7][CH3:8])[cH:9][cH:10][c:11]1[O:12][CH3:13])[CH:18]1[CH2:19][CH2:20][CH2:21][CH2:22]1.